Dataset: the Open Reaction Database (ORD), a public repository of structured organic reaction records. Task: describe an organic reaction: reactants, conditions, products, and yield The reactants are COC([C@@H](NC(C1=C(C=C(C=C1)COCC=1C=NC=CC1)C1=CC=CC=C1)=O)CCSC)=O ([4-(3-pyridylmethyloxymethyl)-2-phenylbenzoyl]methionine methyl ester), N (NH3). Yields the product N1=CC(=CC=C1)COCC1=CC(=C(C(=O)N[C@@H](CCSC)C(=O)O)C=C1)C1=CC=CC=C1 ([4-(3-Pyridylmethyloxymethyl)-2-phenylbenzoyl]methionine). As a reaction SMILES: C[O:2][C:3](=[O:33])[C@H:4]([CH2:29][CH2:30][S:31][CH3:32])[NH:5][C:6](=[O:28])[C:7]1[CH:12]=[CH:11][C:10]([CH2:13][O:14][CH2:15][C:16]2[CH:17]=[N:18][CH:19]=[CH:20][CH:21]=2)=[CH:9][C:8]=1[C:22]1[CH:27]=[CH:26][CH:25]=[CH:24][CH:23]=1.N>>[N:18]1[CH:19]=[CH:20][CH:21]=[C:16]([CH2:15][O:14][CH2:13][C:10]2[CH:11]=[CH:12][C:7]([C:6]([NH:5][C@H:4]([C:3]([OH:33])=[O:2])[CH2:29][CH2:30][S:31][CH3:32])=[O:28])=[C:8]([C:22]3[CH:23]=[CH:24][CH:25]=[CH:26][CH:27]=3)[CH:9]=2)[CH:17]=1. Reported procedure: The desired compound was prepared by saponification of [4-(3-pyridylmethyloxymethyl)-2-phenylbenzoyl]methionine methyl ester, prepared as in Example 183C using the procedure of Example 183B; 1H NMR (CDCl3, 300 MHz) δ 1.66-2.17 (4H, m), 2.02 (3H, s), 4.62 (1H, m), 4.76 (2H, s), 4.78 (2H, s), 6.31 (1H, d, J=6.3 Hz), 7.23-7.44 (7H, m), 7.71 (1H, d, J=7.8 Hz), 7.86 (1H, m), 8.34 (1H, m), 8.65 (1H, m), 8.72 (1H, m); MS (DCI/NH3) m/e 451 (M+H)+. Anal calcd for C25H26N2O4S.1.45HCl: C, 59.65; H, 5.50; N... The reactants are C(N)(=O)C1=CC=C(C(=O)OC)C=C1 (methyl 4-carbamoylbenzoate), FC(C1=CC=C(C(CBr)=O)C=C1)(F)F (4-trifluoromethylphenacyl bromide). Yields the product FC(C1=CC=C(C=C1)C=1N=C(OC1)C1=CC=C(C(=O)OC)C=C1)(F)F (methyl 4-[4-(4-trifluoromethylphenyl)-2-oxazolyl]benzoate). Isolated yield 30.0%. Reaction SMILES: [C:1]([C:4]1[CH:13]=[CH:12][C:7]([C:8]([O:10][CH3:11])=[O:9])=[CH:6][CH:5]=1)(=[O:3])[NH2:2].[F:14][C:15]([F:27])([F:26])[C:16]1[CH:25]=[CH:24][C:19]([C:20](=O)[CH2:21]Br)=[CH:18][CH:17]=1>>[F:14][C:15]([F:26])([F:27])[C:16]1[CH:17]=[CH:18][C:19]([C:20]2[N:2]=[C:1]([C:4]3[CH:13]=[CH:12][C:7]([C:8]([O:10][CH3:11])=[O:9])=[CH:6][CH:5]=3)[O:3][CH:21]=2)=[CH:24][CH:25]=1. Reported procedure: In the same manner as in Example 1, methyl 4-carbamoylbenzoate was reacted with 4-trifluoromethylphenacyl bromide to obtain methyl 4-[4-(4-trifluoromethylphenyl)-2-oxazolyl]benzoate. The product was recrystallized from ethanol. Yield: 30%. Pale yellow prisms. Melting Point: 182 to 183° C.